The task is: describe an organic reaction: reactants, conditions, products, and yield. This data is from the Open Reaction Database (ORD), a public repository of structured organic reaction records. Starting materials: COC1=CC=C(C=C1)[C@H](C(=O)N1C(OC[C@@H]1CC1=CC=CC=C1)=O)C ((S)-3-((R)-2-(4-methoxyphenyl)propanoyl)-4-benzyloxazolidin-2-one), [OH-].[Li+] (lithium hydroxide), OO (hydrogen peroxide). The solvent is C1CCOC1 (THF). Run at time 3 hour. The product is COC1=CC=C(C=C1)[C@H](C(=O)O)C ((R)-2-(4-methoxyphenyl)propanoic acid). Isolated yield 75.3%. Reaction SMILES: [CH3:1][O:2][C:3]1[CH:8]=[CH:7][C:6]([C@@H:9]([CH3:25])[C:10](N2[C@@H](CC3C=CC=CC=3)COC2=O)=[O:11])=[CH:5][CH:4]=1.[OH-:26].[Li+].OO>C1COCC1>[CH3:1][O:2][C:3]1[CH:4]=[CH:5][C:6]([C@@H:9]([CH3:25])[C:10]([OH:11])=[O:26])=[CH:7][CH:8]=1 |f:1.2|. Procedure: A solution of (S)-3-((R)-2-(4-methoxyphenyl)propanoyl)-4-benzyloxazolidin-2-one (1.50 g, 4.42 mmol) in THF (20 ml) was added to a mixture of lithium hydroxide (750 mg, 17.6 mmol) and hydrogen peroxide (0.9 ml, 26.5 mmol, 30% in water). The reaction mixture was stirred at room temperature for 3 h. Then the solvent was evaporated, the residue was acidified with diluted HCl (10 ml) and extracted with DCM (3×50 ml). The combined organic layers was dried over anhydrous sodium sulfate, filtered and co... Reactants: CCC(NS(=O)C(C)(C)C)c1ccc(NS(C)(=O)=O)c(C)c1, CO. Yields the product CCC(N)c1ccc(NS(C)(=O)=O)c(C)c1. Reaction SMILES: [C:1]([S:2](=[O:3])[NH:7][CH:8]([CH2:9][CH3:10])[c:11]1[cH:12][c:13]([CH3:22])[c:14]([NH:17][S:18](=[O:19])(=[O:20])[CH3:21])[cH:15][cH:16]1)([CH3:4])([CH3:5])[CH3:6].[CH3:23][OH:24]>>[NH2:7][CH:8]([CH2:9][CH3:10])[c:11]1[cH:12][c:13]([CH3:22])[c:14]([NH:17][S:18](=[O:19])(=[O:20])[CH3:21])[cH:15][cH:16]1. Starting materials: OC=1C=C(C=CC1)C(CCO)(COC)OC (3-(3-hydroxyphenyl)-3,4-dimethoxybutan-1-ol), BrCC1=CC2=CC=CC=C2C=C1 (2-bromomethylnaphthalene). Product: COC(CCO)(COC)C1=CC(=CC=C1)OCC1=CC2=CC=CC=C2C=C1 (3,4-dimethoxy-3-[3-(naphth-2-ylmethoxy)phenyl]butan-1-ol). Isolated yield 87.0%. RXN SMILES: [OH:1][C:2]1[CH:3]=[C:4]([C:8]([O:15][CH3:16])([CH2:12][O:13][CH3:14])[CH2:9][CH2:10][OH:11])[CH:5]=[CH:6][CH:7]=1.Br[CH2:18][C:19]1[CH:28]=[CH:27][C:26]2[C:21](=[CH:22][CH:23]=[CH:24][CH:25]=2)[CH:20]=1>>[CH3:16][O:15][C:8]([C:4]1[CH:5]=[CH:6][CH:7]=[C:2]([O:1][CH2:18][C:19]2[CH:28]=[CH:27][C:26]3[C:21](=[CH:22][CH:23]=[CH:24][CH:25]=3)[CH:20]=2)[CH:3]=1)([CH2:12][O:13][CH3:14])[CH2:9][CH2:10][OH:11]. Reported procedure: Using the procedure described in Example 12, 3-(3-hydroxyphenyl)-3,4-dimethoxybutan-1-ol was reacted with 2-bromomethylnaphthalene to give 3,4-dimethoxy-3-[3-(naphth-2-ylmethoxy)phenyl]butan-1-ol in 87% yield, m.p. 64°-65° C.